Dataset: the Open Reaction Database (ORD), a public repository of structured organic reaction records. Task: describe an organic reaction: reactants, conditions, products, and yield The reactants are N1(C=CC=2C=NC=CC21)CC(=O)O (Pyrrolo[3,2-c]pyridin-1-yl-acetic acid), FC(C(=O)O)(F)F.COC([C@H](CCN)NC(=O)OCC1=CC=CC=C1)=O (2-(S)-benzyloxycarbonylamino-4-amino-butyric acid methyl ester trifluoroacetate), CN1CCOCC1 (4-methylmorpholine), O.ON1N=NC2=C1C=CC=C2 (1-hydroxybenzotriazole hydrate), 1-(3-Dimethylaminopropyl)-3-ethylcarbodiiimide hydrochloride. The solvent is CN(C)C=O (DMF). Run at temperature 0 celsius, time 18 hour. Yields the product COC(C(CCNC(CN1C=CC=2C=NC=CC21)=O)NC(=O)OCC2=CC=CC=C2)=O (2-Benzyloxycarbonylamino-4-(2-pyrrolo[3,2-c]pyridin-1-yl-acetylamino)-butyric acid methyl ester). Yield: 41.3%. As a reaction SMILES: [N:1]1([CH2:10][C:11]([OH:13])=O)[C:9]2[CH:8]=[CH:7][N:6]=[CH:5][C:4]=2[CH:3]=[CH:2]1.FC(F)(F)C(O)=O.[CH3:21][O:22][C:23](=[O:39])[C@@H:24]([NH:28][C:29]([O:31][CH2:32][C:33]1[CH:38]=[CH:37][CH:36]=[CH:35][CH:34]=1)=[O:30])[CH2:25][CH2:26][NH2:27].CN1CCOCC1.O.ON1C2C=CC=CC=2N=N1>CN(C=O)C>[CH3:21][O:22][C:23](=[O:39])[CH:24]([NH:28][C:29]([O:31][CH2:32][C:33]1[CH:34]=[CH:35][CH:36]=[CH:37][CH:38]=1)=[O:30])[CH2:25][CH2:26][NH:27][C:11](=[O:13])[CH2:10][N:1]1[C:9]2[CH:8]=[CH:7][N:6]=[CH:5][C:4]=2[CH:3]=[CH:2]1 |f:1.2,4.5|. Procedure details: Pyrrolo[3,2-c]pyridin-1-yl-acetic acid (0.50 g, 1.89 mmol), 2-(S)-benzyloxycarbonylamino-4-amino-butyric acid methyl ester trifluoroacetate (0.93 g, 2.45 mmol), 4-methylmorpholine (0.75 g, 7.41 mmol), and 1-hydroxybenzotriazole hydrate (0.36 g, 2.65 mmol) are dissolved in DMF (11 mL) and the resulting mixture is cooled to 0° C. 1-(3-Dimethylaminopropyl)-3-ethylcarbodiiimide hydrochloride (0.80 g, 4.17 mmol) is added to the solution. The ice bath is removed and the reaction mixture is stirred at ... Reactants: O.[OH-].[Li+] (lithium hydroxide monohydrate), solution, C(C)(C)(C)C(=O)CN1C(C(CN(C2=C1C=CC=C2)C2CCCCC2)NC(=O)NC2=CC(=CC(=C2)C(=O)OC)C(=O)OC)=O (1-(1-tert-butylcarbonylmethyl-2-oxo-5-cyclohexyl-1,3,4,5-tetrahydro-2H-1,5-benzodiazepin-3-yl)-3-[3,5-bis(methoxycarbonyl)phenyl]urea). Run in O1CCCC1 (tetrahydrofuran). Reaction conditions: temperature 50 celsius, time 2 hour. The product is C(C)(C)(C)C(=O)CN1C(C(CN(C2=C1C=CC=C2)C2CCCCC2)NC(NC=2C=C(C=C(C(=O)O)C2)C(=O)O)=O)=O (5-[3-(1-tert-butylcarbonylmethyl-2-oxo-5-cyclohexyl-1,3,4,5-tetrahydro-2H-1,5-benzodiazepin-3-yl)ureido]isophthalic acid). Isolated yield 74.3%. As a reaction SMILES: O.[OH-].[Li+].[C:4]([C:8]([CH2:10][N:11]1[C:17]2[CH:18]=[CH:19][CH:20]=[CH:21][C:16]=2[N:15]([CH:22]2[CH2:27][CH2:26][CH2:25][CH2:24][CH2:23]2)[CH2:14][CH:13]([NH:28][C:29]([NH:31][C:32]2[CH:37]=[C:36]([C:38]([O:40]C)=[O:39])[CH:35]=[C:34]([C:42]([O:44]C)=[O:43])[CH:33]=2)=[O:30])[C:12]1=[O:46])=[O:9])([CH3:7])([CH3:6])[CH3:5]>O1CCCC1>[C:4]([C:8]([CH2:10][N:11]1[C:17]2[CH:18]=[CH:19][CH:20]=[CH:21][C:16]=2[N:15]([CH:22]2[CH2:23][CH2:24][CH2:25][CH2:26][CH2:27]2)[CH2:14][CH:13]([NH:28][C:29](=[O:30])[NH:31][C:32]2[CH:33]=[C:34]([C:42]([OH:44])=[O:43])[CH:35]=[C:36]([CH:37]=2)[C:38]([OH:40])=[O:39])[C:12]1=[O:46])=[O:9])([CH3:7])([CH3:5])[CH3:6] |f:0.1.2|. Reported procedure: Aqueous lithium hydroxide monohydrate (420 mg) solution (20 ml) was added to a solution of 1-(1-tert-butylcarbonylmethyl-2-oxo-5-cyclohexyl-1,3,4,5-tetrahydro-2H-1,5-benzodiazepin-3-yl)-3-[3,5-bis(methoxycarbonyl)phenyl]urea (593 mg) in tetrahydrofuran (20 ml), the mixture was stirred at 50° C. for 2 hours. After allowed to cool, the reaction mixture was concentrated under reduced pressure, the residue was acidified with 1N hydrochloric acid, extracted with the mixed solvent of chloroform and me... Starting materials: [BH3-]C#N, O=C([O-])O, CC(C)(NC1=CC(c2cccc(C(F)(F)F)c2)N(c2ccc(OC(F)(F)F)cc2)C1=O)c1cccc(C(F)(F)F)n1, CCOC(C)=O, CC(=O)O, [Na+], [Na+]. Yields the product CC(C)(NC1CC(c2cccc(C(F)(F)F)c2)N(c2ccc(OC(F)(F)F)cc2)C1=O)c1cccc(C(F)(F)F)n1. Reaction SMILES: [C:42]([BH3-:43])#[N:44].[C:46](=[O:47])([OH:48])[O-:49].[CH3:1][C:2]([CH3:3])([c:4]1[n:5][c:6]([C:10]([F:11])([F:12])[F:13])[cH:7][cH:8][cH:9]1)[NH:14][C:15]1=[CH:19][CH:18]([c:20]2[cH:21][c:22]([C:26]([F:27])([F:28])[F:29])[cH:23][cH:24][cH:25]2)[N:17]([c:30]2[cH:31][cH:32][c:33]([O:36][C:37]([F:38])([F:39])[F:40])[cH:34][cH:35]2)[C:16]1=[O:41].[CH3:51][CH2:52][O:53][C:54](=[O:55])[CH3:56].[CH3:57][C:58](=[O:59])[OH:60].[Na+:45].[Na+:50]>>[CH3:1][C:2]([CH3:3])([c:4]1[n:5][c:6]([C:10]([F:11])([F:12])[F:13])[cH:7][cH:8][cH:9]1)[NH:14][CH:15]1[C:16](=[O:41])[N:17]([c:30]2[cH:31][cH:32][c:33]([O:36][C:37]([F:38])([F:39])[F:40])[cH:34][cH:35]2)[CH:18]([c:20]2[cH:21][c:22]([C:26]([F:27])([F:28])[F:29])[cH:23][cH:24][cH:25]2)[CH2:19]1. The reactants are N1=CC=CC2=C1NC1=C(NC2)C=CC=C1 (6,11-dihydro-5H-pyrido[2,3-b][1,5]benzodiazepine), C([O-])([O-])=O.[K+].[K+] (potassium carbonate), BrC1=CC(=C(C(=O)Cl)C=C1)C (4-bromo-2-methylbenzoyl chloride). Run in CN(C=O)C (N,N-dimethylformamide), C(C)N(C=O)CC (N,N-diethylformamide). Reaction conditions: time 15 minute. The product is BrC1=CC(=C(C=C1)C(=O)N1CC2=C(NC3=C1C=CC=C3)N=CC=C2)C ((4-Bromo-2-methyl-phenyl)-(5,11-dihydro-pyrido[2,3-b][1,5] benzodiazepin-6-yl)-methanone). The yield is 53.4%. Reaction SMILES: [N:1]1[C:6]2[NH:7][C:8]3[CH:15]=[CH:14][CH:13]=[CH:12][C:9]=3[NH:10][CH2:11][C:5]=2[CH:4]=[CH:3][CH:2]=1.C(=O)([O-])[O-].[K+].[K+].[Br:22][C:23]1[CH:31]=[CH:30][C:26]([C:27](Cl)=[O:28])=[C:25]([CH3:32])[CH:24]=1>CN(C)C=O.C(N(CC)C=O)C>[Br:22][C:23]1[CH:31]=[CH:30][C:26]([C:27]([N:10]2[C:9]3[CH:12]=[CH:13][CH:14]=[CH:15][C:8]=3[NH:7][C:6]3[N:1]=[CH:2][CH:3]=[CH:4][C:5]=3[CH2:11]2)=[O:28])=[C:25]([CH3:32])[CH:24]=1 |f:1.2.3|. Reported procedure: To a solution of 6,11-dihydro-5H-pyrido[2,3-b][1,5]benzodiazepine (3 g, 15.2 mmol) in N,N-dimethylformamide under nitrogen was added solid potassium carbonate (6.3 g, 45.6 mmol). A solution of the crude 4-bromo-2-methylbenzoyl chloride (22.8 mmol) in N,N-diethylformamide was added dropwise, and the mixture stirred at room temperature for 15 minutes. Excess potassium carbonate was filtered off, the filtrate was washed with water and the aqueous layer was extracted with chloroform. The extracts we... Reactants: C(#N)C1=C(C=C(C(=O)CCC(=O)O)C=C1)O (3-(4-Cyano-3-hydroxybenzoyl)propionic acid), O.NN (hydrazine hydrate), Example 3 ( i ). Product: C(#N)C1=C(C=C(C=C1)C=1CCC(NN1)=O)O (6-(4-cyano-3-hydroxyphenyl)-4,5-dihydro-3(2H)-pyridazinone). As a reaction SMILES: [C:1]([C:3]1[CH:15]=[CH:14][C:6]([C:7]([CH2:9][CH2:10][C:11](O)=[O:12])=O)=[CH:5][C:4]=1[OH:16])#[N:2].O.[NH2:18][NH2:19]>>[C:1]([C:3]1[CH:15]=[CH:14][C:6]([C:7]2[CH2:9][CH2:10][C:11](=[O:12])[NH:18][N:19]=2)=[CH:5][C:4]=1[OH:16])#[N:2] |f:1.2|. Procedure: 3-(4-Cyano-3-hydroxybenzoyl)propionic acid was cyclised with hydrazine hydrate in a similar manner to that described in Example 3 (i) to give 6-(4-cyano-3-hydroxyphenyl)-4,5-dihydro-3(2H)-pyridazinone The reactants are O (water), CS(=O)(=O)OCCCCCCCCCCCCCCCC(=O)O (16-methanesulfonyloxyhexadecanoic acid), C(C)(=O)OCC (ethyl acetate), [N-]=[N+]=[N-].[Na+] (sodium azide). Run in CN(C=O)C (N,N-dimethylformamide). Conditions: temperature 80 celsius, time 12 hour. Yields the product N(=[N+]=[N-])CCCCCCCCCCCCCCCC(=O)O (16-azidohexadecanoic acid). Isolated yield 85.2%. Reaction SMILES: CS(O[CH2:6][CH2:7][CH2:8][CH2:9][CH2:10][CH2:11][CH2:12][CH2:13][CH2:14][CH2:15][CH2:16][CH2:17][CH2:18][CH2:19][CH2:20][C:21]([OH:23])=[O:22])(=O)=O.[N-:24]=[N+:25]=[N-:26].[Na+].C(OCC)(=O)C.O>CN(C)C=O>[N:24]([CH2:6][CH2:7][CH2:8][CH2:9][CH2:10][CH2:11][CH2:12][CH2:13][CH2:14][CH2:15][CH2:16][CH2:17][CH2:18][CH2:19][CH2:20][C:21]([OH:23])=[O:22])=[N+:25]=[N-:26] |f:1.2|. Procedure details: To the suspension of 16-hydroxyhexadecanoic acid (0.7 g) in dichloromethane. (20 ml) was added triethylamine (1.80 ml). Methanesulfonyl chloride (0.8 ml) was added dropwise to the reaction mixture while it was ice-cooled and stirred. Stirring was continued directly at 0° C. for 1 hour. The reaction mixture was extracted with chloroform, and the chloroform layer was washed with 1% aqueous sodium hydrogen carbonate and then with water, dried with anhydrous sodium sulfate and concentrated. The resi... Reactants: N1(CCNCC1)C1=C2CCC(NC2=CC=C1)=O (5-(1-Piperazinyl)-3,4-dihydrocarbostyril), C1CCC2=NCCCN2CC1 (DBU), CN(C)C=O (DMF), CN(C)C=O (DMF), ClC=1C=C(C(=O)Cl)C=CC1Cl (3,4-dichlorobenzoyl chloride). Solvent: O (water). Product: ClC=1C=C(C(=O)N2CCN(CC2)C2=C3CCC(NC3=CC=C2)=O)C=CC1Cl (5-[4-(3,4-dichlorobenzoyl)-1-piperazinyl]-3,4-dihydrocarbostyril). Yield: 26.4%. RXN SMILES: [N:1]1([C:7]2[CH:16]=[CH:15][CH:14]=[C:13]3[C:8]=2[CH2:9][CH2:10][C:11](=[O:17])[NH:12]3)[CH2:6][CH2:5][NH:4][CH2:3][CH2:2]1.C1CCN2C(=NCCC2)CC1.CN(C=O)C.[Cl:34][C:35]1[CH:36]=[C:37]([CH:41]=[CH:42][C:43]=1[Cl:44])[C:38](Cl)=[O:39]>O>[Cl:34][C:35]1[CH:36]=[C:37]([CH:41]=[CH:42][C:43]=1[Cl:44])[C:38]([N:4]1[CH2:5][CH2:6][N:1]([C:7]2[CH:16]=[CH:15][CH:14]=[C:13]3[C:8]=2[CH2:9][CH2:10][C:11](=[O:17])[NH:12]3)[CH2:2][CH2:3]1)=[O:39]. Procedure: 5-(1-Piperazinyl)-3,4-dihydrocarbostyril (2.6 g) and 4 ml of DBU were added to 40 ml of DMF. The mixture was stirred at room temperature while slowly adding dropwise 10 ml of DMF solution containing 3.0 g of 3,4-dichlorobenzoyl chloride. After completion of addition, the reaction mixture was stirred for 30 minutes. The reaction mixture was poured into a large amount of water and extracted with chloroform. The extract was washed with sodium hydrogencarbonate solution and subsequently with water a... Reactants: OC1=C(N(S(C2=C1C=CC=C2)(=O)=O)C)C(=O)OCC (ethyl 4-hydroxy-2-methyl-2H-1,2-benzothiazine-3-carboxylate-1,1-dioxide), NC1=NC(=CN=C1)Cl (2-amino-6-chloro-pyrazine). Yields the product ClC1=CN=CC(=N1)NC(=O)C=1N(S(C2=C(C1O)C=CC=C2)(=O)=O)C (N-(6-Chloro-pyrazin-2-yl)-4-hydroxy-2-methyl-2H-1,2-benzothiazine-3-carboxamide-1,1-dioxide). As a reaction SMILES: [OH:1][C:2]1[C:7]2[CH:8]=[CH:9][CH:10]=[CH:11][C:6]=2[S:5](=[O:13])(=[O:12])[N:4]([CH3:14])[C:3]=1[C:15]([O:17]CC)=O.[NH2:20][C:21]1[CH:26]=[N:25][CH:24]=[C:23]([Cl:27])[N:22]=1>>[Cl:27][C:23]1[N:22]=[C:21]([NH:20][C:15]([C:3]2[N:4]([CH3:14])[S:5](=[O:12])(=[O:13])[C:6]3[CH:11]=[CH:10][CH:9]=[CH:8][C:7]=3[C:2]=2[OH:1])=[O:17])[CH:26]=[N:25][CH:24]=1. Reported procedure: This compound was prepared from ethyl 4-hydroxy-2-methyl-2H-1,2-benzothiazine-3-carboxylate-1,1-dioxide and 2-amino-6-chloro-pyrazine analogous to Example 1. Starting materials: C(OC1=CC=CC=C1)(=O)Cl (phenyl chlorocarbonate), NC1=CC=C(C(=O)C2=CC=CC=C2)C=C1 (4-aminobenzophenone), O (water). Solvent: N1=CC=CC=C1 (pyridine). Reaction conditions: time 1 hour. Yields the product C(C1=CC=CC=C1)(=O)C1=CC=C(C=C1)NC(OC1=CC=CC=C1)=O (phenyl N-(4-benzoylphenyl)carbamate). Yield: 110.8%. RXN SMILES: [NH2:1][C:2]1[CH:15]=[CH:14][C:5]([C:6]([C:8]2[CH:13]=[CH:12][CH:11]=[CH:10][CH:9]=2)=[O:7])=[CH:4][CH:3]=1.[C:16](Cl)(=[O:24])[O:17][C:18]1[CH:23]=[CH:22][CH:21]=[CH:20][CH:19]=1.O>N1C=CC=CC=1>[C:6]([C:5]1[CH:4]=[CH:3][C:2]([NH:1][C:16](=[O:24])[O:17][C:18]2[CH:23]=[CH:22][CH:21]=[CH:20][CH:19]=2)=[CH:15][CH:14]=1)(=[O:7])[C:8]1[CH:13]=[CH:12][CH:11]=[CH:10][CH:9]=1. Procedure details: To 4-aminobenzophenone (1.97 g) dissolved in pyridine (50 mL), phenyl chlorocarbonate (1.38 g) was added at 0° C. and the mixture was stirred at room temperature for 1 hour. The reaction mixture was poured into water and extracted with ethyl acetate. The organic layer was dried over anhydrous Na2SO4 and evaporated. The residue was purified by column chromatography on silica gel (hexane/ethyl acetate=4/1 to 1/2) to give the subject compound (3.1 g).